This data is from the Open Reaction Database (ORD), a public repository of structured organic reaction records. The task is: describe an organic reaction: reactants, conditions, products, and yield Yields the product Cl.OC(CNCC(=O)OC)CCOC (Methyl (2-hydroxy-4-methoxy-butylamino)-acetate hydrochloride). Procedure: 11.94 ml of thionylchloride are added dropwise, within 20 minutes, to a suspension of 5.80 g of (2-hydroxy-4-methoxy-butylamino)-acetic acid in 200 ml methanol while cooling with an ice bath. The reaction mixture is allowed to come up to ambient temperature overnight. For working up, the cloudy solution is evaporated to dryness. The residue is stirred several times with 100 ml aliquots of methanol, which is then distilled off in vacuo using the rotary evaporator. The viscous crude product is rea... Conditions: time 8 hour. The reactants are S(=O)(Cl)Cl (thionylchloride), OC(CNCC(=O)O)CCOC ((2-hydroxy-4-methoxy-butylamino)-acetic acid), CO (methanol). Reaction SMILES: S(Cl)([Cl:3])=O.[OH:5][CH:6]([CH2:13][CH2:14][O:15][CH3:16])[CH2:7][NH:8][CH2:9][C:10]([OH:12])=[O:11].[CH3:17]O>>[ClH:3].[OH:5][CH:6]([CH2:13][CH2:14][O:15][CH3:16])[CH2:7][NH:8][CH2:9][C:10]([O:12][CH3:17])=[O:11] |f:3.4|.